From a dataset of the Open Reaction Database (ORD), a public repository of structured organic reaction records. describe an organic reaction: reactants, conditions, products, and yield The reactants are Cc1ccccc1, O=Cc1ccccc1, O=C(Cl)OCc1ccccc1, [K+], NCC1CCNCC1, O=S(=O)([O-])O. Yields the product NCC1CCN(C(=O)OCc2ccccc2)CC1. RXN SMILES: [CH3:34][c:35]1[cH:36][cH:37][cH:38][cH:39][cH:40]1.[CH:9]([c:10]1[cH:11][cH:12][cH:13][cH:14][cH:15]1)=[O:16].[Cl:17][C:18](=[O:19])[O:20][CH2:21][c:22]1[cH:23][cH:24][cH:25][cH:26][cH:27]1.[K+:33].[NH2:1][CH2:2][CH:3]1[CH2:4][CH2:5][NH:6][CH2:7][CH2:8]1.[S:28](=[O:29])(=[O:30])([OH:31])[O-:32]>>[NH2:1][CH2:2][CH:3]1[CH2:4][CH2:5][N:6]([C:18](=[O:19])[O:20][CH2:21][c:22]2[cH:23][cH:24][cH:25][cH:26][cH:27]2)[CH2:7][CH2:8]1. Reactants: CC(=O)[O-], CC(=O)O, Nc1ccc(C2SC(=O)NC2=O)cc1, [Na+], C1COCCO1, O=C1OC(=O)c2ccccc21, O. The product is O=C1NC(=O)C(c2ccc(N3C(=O)c4ccccc4C3=O)cc2)S1. RXN SMILES: [CH3:33][C:34](=[O:35])[O-:36].[CH3:38][C:39](=[O:40])[OH:41].[NH2:7][c:8]1[cH:9][cH:10][c:11]([CH:14]2[C:15](=[O:20])[NH:16][C:17](=[O:19])[S:18]2)[cH:12][cH:13]1.[Na+:32].[O:1]1[CH2:2][CH2:3][O:4][CH2:5][CH2:6]1.[O:21]=[C:22]1[O:23][C:24](=[O:25])[c:26]2[cH:27][cH:28][cH:29][cH:30][c:31]21.[OH2:37]>>[N:7]1([c:8]2[cH:9][cH:10][c:11]([CH:14]3[C:15](=[O:20])[NH:16][C:17](=[O:19])[S:18]3)[cH:12][cH:13]2)[C:22](=[O:21])[c:31]2[c:26]([cH:27][cH:28][cH:29][cH:30]2)[C:24]1=[O:23]. Yields the product N[C@H](C(=O)N[C@H](C(=O)[C@@]1(OC1)C)CC1=CCCC1)CC1=CC=C(C=C1)OC ((S)-2-amino-N-((S)-3-(cyclopent-1-en-1-yl)-1-((R)-2-methyloxiran-2-yl)-1-oxopropan-2-yl)-3-(4-methoxyphenyl)propanamide). Reported procedure: To tert-butyl ((S)-1-(((S)-3-(cyclopent-1-en-1-yl)-1-((R)-2-methyloxiran-2-yl)-1-oxopropan-2-yl)amino)-3-(4-methoxyphenyl)-1-oxopropan-2-yl)carbamate (0.99 g, 2.1 mmol) was added DCM (5 mL) and TFA (5 mL). The mixture was allowed to stand at ambient temperature for 30 min then it was concentrated to provide crude (S)-2-amino-N-((S)-3-(cyclopent-1-en-1-yl)-1-((R)-2-methyloxiran-2-yl)-1-oxopropan-2-yl)-3-(4-methoxyphenyl)propanamide (quant.) and carried forward without further purification. As a reaction SMILES: [C:1]1([CH2:6][C@H:7]([NH:14][C:15](=[O:34])[C@@H:16]([NH:26]C(=O)OC(C)(C)C)[CH2:17][C:18]2[CH:23]=[CH:22][C:21]([O:24][CH3:25])=[CH:20][CH:19]=2)[C:8]([C@@:10]2([CH3:13])[CH2:12][O:11]2)=[O:9])[CH2:5][CH2:4][CH2:3][CH:2]=1.C(O)(C(F)(F)F)=O>C(Cl)Cl>[NH2:26][C@@H:16]([CH2:17][C:18]1[CH:19]=[CH:20][C:21]([O:24][CH3:25])=[CH:22][CH:23]=1)[C:15]([NH:14][C@@H:7]([CH2:6][C:1]1[CH2:5][CH2:4][CH2:3][CH:2]=1)[C:8]([C@@:10]1([CH3:13])[CH2:12][O:11]1)=[O:9])=[O:34]. Starting materials: C1(=CCCC1)C[C@@H](C(=O)[C@@]1(OC1)C)NC([C@H](CC1=CC=C(C=C1)OC)NC(OC(C)(C)C)=O)=O (tert-butyl ((S)-1-(((S)-3-(cyclopent-1-en-1-yl)-1-((R)-2-methyloxiran-2-yl)-1-oxopropan-2-yl)amino)-3-(4-methoxyphenyl)-1-oxopropan-2-yl)carbamate), C(=O)(C(F)(F)F)O (TFA). Conditions: time 30 minute. Run in C(Cl)Cl (DCM).